Dataset: the Open Reaction Database (ORD), a public repository of structured organic reaction records. Task: describe an organic reaction: reactants, conditions, products, and yield The reactants are CC1=CC=C(C=C1)OC (4-methylanisole), S(O)(O)(=O)=O (sulfuric acid), ClCC(=C)C (3-chloro-2-methylpropene). Solvent: hexanes. Conditions: temperature -78 celsius, time 20 minute. Yields the product ClCC(C)(C)C1=C(C=CC(=C1)C)OC (2-(2-chloro-1,1-dimethylethyl)-1-methoxy-4-methylbenzene). RXN SMILES: [CH3:1][C:2]1[CH:7]=[CH:6][C:5]([O:8][CH3:9])=[CH:4][CH:3]=1.S(=O)(=O)(O)O.[Cl:15][CH2:16][C:17]([CH3:19])=[CH2:18]>>[Cl:15][CH2:16][C:17]([C:4]1[CH:3]=[C:2]([CH3:1])[CH:7]=[CH:6][C:5]=1[O:8][CH3:9])([CH3:19])[CH3:18]. Procedure details: To a yellow solution of 4-methylanisole (20 g, 183.5 mmol) and 1.7 mL of concentrated sulfuric acid was added 19.17 mL of 3-chloro-2-methylpropene by addition funnel. The reaction became warm and turned dark purple. After 20 minutes, solids began to precipitate. TLC of an aliquot showed some starting anisole left and a new, slightly less polar spot forming. The reaction mixture was stirred overnight and TLC then showed that the reaction was complete. The reaction mixture was poured onto ice and ... Reactants: O=C([O-])[O-], [Cs+], [Cs+], CCCI, CN(C)C=O, Cc1c(S(=O)(=O)NC(C)CO)sc2ccc(Cl)cc12. Product: CCCN(C(C)CO)S(=O)(=O)c1sc2ccc(Cl)cc2c1C. As a reaction SMILES: [C:24](=[O:25])([O-:26])[O-:27].[Cs+:28].[Cs+:29].[I:20][CH2:21][CH2:22][CH3:23].[O:30]=[CH:31][N:32]([CH3:33])[CH3:34].[OH:1][CH2:2][CH:3]([CH3:4])[NH:5][S:6](=[O:7])(=[O:8])[c:9]1[c:10]([CH3:19])[c:11]2[c:12]([s:13]1)[cH:14][cH:15][c:16]([Cl:18])[cH:17]2>>[OH:1][CH2:2][CH:3]([CH3:4])[N:5]([S:6](=[O:7])(=[O:8])[c:9]1[c:10]([CH3:19])[c:11]2[c:12]([s:13]1)[cH:14][cH:15][c:16]([Cl:18])[cH:17]2)[CH2:21][CH2:22][CH3:23]. As a reaction SMILES: [Br:1][c:2]1[cH:3][cH:4][c:5]2[c:6](-[c:13]3[cH:14][cH:15][c:16]([F:19])[cH:17][cH:18]3)[cH:7][c:8](=[O:12])[o:9][c:10]2[cH:11]1.[C:35](=[O:36])([O-:37])[O-:38].[CH3:41][N:42]1[CH2:43][CH2:44][CH2:45][C:46]1=[O:47].[CH:20]1([C:23]([C:24]([F:25])([F:26])[F:27])([OH:28])[c:29]2[cH:30][n:31][c:32]([SH:34])[s:33]2)[CH2:21][CH2:22]1.[K+:39].[K+:40]>>[c:2]1([S:34][c:32]2[n:31][cH:30][c:29]([C:23]([CH:20]3[CH2:21][CH2:22]3)([C:24]([F:25])([F:26])[F:27])[OH:28])[s:33]2)[cH:3][cH:4][c:5]2[c:6](-[c:13]3[cH:14][cH:15][c:16]([F:19])[cH:17][cH:18]3)[cH:7][c:8](=[O:12])[o:9][c:10]2[cH:11]1. Reactants: O=c1cc(-c2ccc(F)cc2)c2ccc(Br)cc2o1, O=C([O-])[O-], CN1CCCC1=O, OC(c1cnc(S)s1)(C1CC1)C(F)(F)F, [K+], [K+]. The product is O=c1cc(-c2ccc(F)cc2)c2ccc(Sc3ncc(C(O)(C4CC4)C(F)(F)F)s3)cc2o1. Reactants: N1=CC(=CC=C1)C=O (3-pyridinecarbaldehyde), C1(=CC=CC=C1)NN (phenylhydrazine). Run in C(C)O (ethanol). Yields the product C1(=CC=CC=C1)NN=CC=1C=NC=CC1 (3-Pyridinecarbaldehyde phenylhydrazone). RXN SMILES: [N:1]1[CH:6]=[CH:5][CH:4]=[C:3]([CH:7]=O)[CH:2]=1.[C:9]1([NH:15][NH2:16])[CH:14]=[CH:13][CH:12]=[CH:11][CH:10]=1>C(O)C>[C:9]1([NH:15][N:16]=[CH:7][C:3]2[CH:2]=[N:1][CH:6]=[CH:5][CH:4]=2)[CH:14]=[CH:13][CH:12]=[CH:11][CH:10]=1. Reported procedure: 10.8 g of 3-pyridinecarbaldehyde was dissolved in 30 ml of ethanol. 10.8 g of phenylhydrazine was added to the stirred solution, at room temperature. 3 crystallized out as yellow prisms, mp 158-160.5° C. Reactants: BrC=1C=C(C#N)C=C(C1)F (3-Bromo-5-fluorobenzonitrile), NC=1C=NC=NC1 (5-aminopyrimidine), C(=O)([O-])[O-].[Cs+].[Cs+] (Cs2CO3). Reagents/catalysts: C=1C=CC(=CC1)/C=C/C(=O)/C=C/C2=CC=CC=C2.C=1C=CC(=CC1)/C=C/C(=O)/C=C/C2=CC=CC=C2.C=1C=CC(=CC1)/C=C/C(=O)/C=C/C2=CC=CC=C2.[Pd].[Pd] (Pd2(dba)3), C1(=CC=CC=C1)P(C1=CC=CC=2C(C3=CC=CC(=C3OC12)P(C1=CC=CC=C1)C1=CC=CC=C1)(C)C)C1=CC=CC=C1 (4,5-bis(diphenylphosphino)-9,9-dimethylxanthene). The solvent is O1CCOCC1 (dioxane). Conditions: temperature 100 celsius. The product is FC=1C=C(C#N)C=C(C1)NC=1C=NC=NC1 (3-fluoro-5-(pyrimidin-5-ylamino)benzonitrile). Isolated yield 121.4%. RXN SMILES: Br[C:2]1[CH:3]=[C:4]([CH:7]=[C:8]([F:10])[CH:9]=1)[C:5]#[N:6].[NH2:11][C:12]1[CH:13]=[N:14][CH:15]=[N:16][CH:17]=1.C([O-])([O-])=O.[Cs+].[Cs+]>C1C=CC(/C=C/C(/C=C/C2C=CC=CC=2)=O)=CC=1.C1C=CC(/C=C/C(/C=C/C2C=CC=CC=2)=O)=CC=1.C1C=CC(/C=C/C(/C=C/C2C=CC=CC=2)=O)=CC=1.[Pd].[Pd].C1(P(C2C=CC=CC=2)C2C3OC4C(=CC=CC=4P(C4C=CC=CC=4)C4C=CC=CC=4)C(C)(C)C=3C=CC=2)C=CC=CC=1.O1CCOCC1>[F:10][C:8]1[CH:7]=[C:4]([CH:3]=[C:2]([NH:11][C:12]2[CH:13]=[N:14][CH:15]=[N:16][CH:17]=2)[CH:9]=1)[C:5]#[N:6] |f:2.3.4,5.6.7.8.9|. Procedure details: 3-Bromo-5-fluorobenzonitrile (1.0 g, 5.0 mmol, 1.0 eq), 5-aminopyrimidine (571 mg, 6.00 mmol, 1.20 eq), Cs2CO3 (2.28 g, 7.00 mmol, 1.40 eq), Pd2(dba)3 (230 mg, 0.400 mmol, 0.0800 eq), 4,5-bis(diphenylphosphino)-9,9-dimethylxanthene (347 mg, 0.600 mmol, 0.120 eq) and dioxane (12.5 mL) were added to a microwave vial. The vial was purged with argon, capped and heated at 100° C. for 18 h. After cooling the reaction was filtered over a plug of celite and the plug was washed with 5% MeOH/CH2Cl2. The s...